This data is from the Open Reaction Database (ORD), a public repository of structured organic reaction records. The task is: describe an organic reaction: reactants, conditions, products, and yield The reactants are BrC=1SC=2CC3=C(C2C1)N(N=C3C3=CC=C(C=C3)OC)COCC[Si](C)(C)C (2-Bromo-6-(4-methoxy-phenyl)-4-(2-trimethylsilanyl-ethoxymethyl)-4,7-dihydro-1-thia-4,5-diaza-cyclopenta[a]pentalene), FC=1C=C(C=CC1F)B1OC(C(O1)(C)C)(C)C (2-(3,4-Difluoro-phenyl)-4,4,5,5-tetramethyl-[1,3,2]dioxaborolane), C(=O)([O-])[O-].[Na+].[Na+] (Na2CO3). The reagents and catalysts are Cl[Pd]([P](C1=CC=CC=C1)(C2=CC=CC=C2)C3=CC=CC=C3)([P](C4=CC=CC=C4)(C5=CC=CC=C5)C6=CC=CC=C6)Cl (Pd(PPh3)2Cl2). Run in C1(=CC=CC=C1)C.C(C)O (toluene ethanol). Reaction conditions: temperature 100 celsius. Yields the product FC=1C=C(C=CC1F)C=1SC=2CC3=C(C2C1)N(N=C3C3=CC=C(C=C3)OC)COCC[Si](C)(C)C (2-(3,4-Difluoro-phenyl)-6-(4-methoxy-phenyl)-4-(2-trimethylsilanyl-ethoxymethyl)-4,7-dihydro-1-thia-4,5-diaza-cyclopenta[a]pentalene). Yield: 65.0%. RXN SMILES: Br[C:2]1[S:3][C:4]2[CH2:5][C:6]3[C:12]([C:13]4[CH:18]=[CH:17][C:16]([O:19][CH3:20])=[CH:15][CH:14]=4)=[N:11][N:10]([CH2:21][O:22][CH2:23][CH2:24][Si:25]([CH3:28])([CH3:27])[CH3:26])[C:7]=3[C:8]=2[CH:9]=1.[F:29][C:30]1[CH:31]=[C:32](B2OC(C)(C)C(C)(C)O2)[CH:33]=[CH:34][C:35]=1[F:36].C([O-])([O-])=O.[Na+].[Na+]>C1(C)C=CC=CC=1.C(O)C.Cl[Pd](Cl)([P](C1C=CC=CC=1)(C1C=CC=CC=1)C1C=CC=CC=1)[P](C1C=CC=CC=1)(C1C=CC=CC=1)C1C=CC=CC=1>[F:29][C:30]1[CH:31]=[C:32]([C:2]2[S:3][C:4]3[CH2:5][C:6]4[C:12]([C:13]5[CH:18]=[CH:17][C:16]([O:19][CH3:20])=[CH:15][CH:14]=5)=[N:11][N:10]([CH2:21][O:22][CH2:23][CH2:24][Si:25]([CH3:26])([CH3:28])[CH3:27])[C:7]=4[C:8]=3[CH:9]=2)[CH:33]=[CH:34][C:35]=1[F:36] |f:2.3.4,5.6,^1:64,83|. Reported procedure: A mixture of the corresponding 2-Bromo-6-(4-methoxy-phenyl)-4-(2-trimethylsilanyl-ethoxymethyl)-4,7-dihydro-1-thia-4,5-diaza-cyclopenta[a]pentalene (0.5 g, 0.1 mmol), 2-(3,4-Difluoro-phenyl)-4,4,5,5-tetramethyl-[1,3,2]dioxaborolane (0.24 g, 0.1 mmol), Na2CO3 (2 M, 2.45 mL), and Pd(PPh3)2Cl2 (9.7 mg, 0.084 mmol) in toluene/ethanol (1:1, 8.0 mL) was heated at 100° C. for 8 hr. The solution was cooled to room temperature and extracted with ethyl acetate. The target product was purified by gravity c... The reactants are [BH4-], CO, O=Cc1cccc(Cl)c1Cl, [Na+], [Na+], [OH-]. Yields the product OCc1cccc(Cl)c1Cl. As a reaction SMILES: [BH4-:13].[CH3:1][OH:2].[Cl:3][c:4]1[c:5]([CH:6]=[O:7])[cH:8][cH:9][cH:10][c:11]1[Cl:12].[Na+:14].[Na+:16].[OH-:15]>>[Cl:3][c:4]1[c:5]([CH2:6][OH:7])[cH:8][cH:9][cH:10][c:11]1[Cl:12]. Starting materials: CC(=O)O, COc1ccc(F)cc1C(C)(C)CC(O)(C=O)C(F)(F)F, Nc1cccc2c(=O)[nH]ccc12. The product is COc1ccc(F)cc1C(C)(C)CC(O)(CNc1cccc2c(=O)[nH]ccc12)C(F)(F)F. RXN SMILES: [CH3:34][C:35](=[O:36])[OH:37].[F:1][c:2]1[cH:3][cH:4][c:5]([O:20][CH3:21])[c:6]([C:8]([CH2:9][C:10]([CH:11]=[O:12])([C:13]([F:14])([F:15])[F:16])[OH:17])([CH3:18])[CH3:19])[cH:7]1.[NH2:22][c:23]1[c:24]2[cH:25][cH:26][nH:27][c:28](=[O:33])[c:29]2[cH:30][cH:31][cH:32]1>>[F:1][c:2]1[cH:3][cH:4][c:5]([O:20][CH3:21])[c:6]([C:8]([CH2:9][C:10]([CH2:11][NH:22][c:23]2[c:24]3[cH:25][cH:26][nH:27][c:28](=[O:33])[c:29]3[cH:30][cH:31][cH:32]2)([C:13]([F:14])([F:15])[F:16])[OH:17])([CH3:18])[CH3:19])[cH:7]1. As a reaction SMILES: N([O-])=O.[Na+].N[C:6]1[C:7]([O:17][CH3:18])=[C:8]([O:15][CH3:16])[CH:9]=[C:10]([C:12](=[O:14])[CH3:13])[CH:11]=1.[Cu][C:20]#[N:21].[C-]#N.[K+]>O.Cl.C(Cl)Cl>[C:20]([C:6]1[C:7]([O:17][CH3:18])=[C:8]([O:15][CH3:16])[CH:9]=[C:10]([C:12](=[O:14])[CH3:13])[CH:11]=1)#[N:21] |f:0.1,4.5|. Starting materials: [Cu]C#N (copper(I) cyanide), [C-]#N.[K+] (potassium cyanide), N(=O)[O-].[Na+] (sodium nitrite), NC=1C(=C(C=C(C1)C(C)=O)OC)OC (5'-amino-3',4'-dimethoxyacetophenone), diazonium salt. Procedure details: A solution of 5.2 g of sodium nitrite in 20 ml of water is added dropwise at 0° within 20 minutes to 14.0 g of 5'-amino-3',4'-dimethoxyacetophenone dissolved in 155 ml of 1N hydrochloric acid. After stirring at -2° for 30 minutes the cold diazonium salt solution is added dropwise within 30 minutes at 5°-10° to a solution of 8.7 g of copper(I) cyanide and 5.45 g of potassium cyanide in 60 ml of water. After completion of the addition 200 ml of methylene chloride are added, and the reaction mixtur... Run in C(Cl)Cl (methylene chloride), O (water), Cl (hydrochloric acid), O (water). Yields the product C(#N)C=1C(=C(C=C(C1)C(C)=O)OC)OC (5'-cyano-3',4'-dimethoxyacetophenone). Reaction conditions: time 3 hour. Starting materials: CN, CO, ClC(Cl)(Cl)Cl, COC(=O)c1cccc(-c2cnc3oc(-c4ccc(F)cc4)c(C=O)c3c2)c1, CC(C)(C#N)N=NC(C)(C)C#N, O=C1CCC(=O)N1Br. Product: CNC(=O)c1c(-c2ccc(F)cc2)oc2ncc(-c3cccc(C(=O)OC)c3)cc12. RXN SMILES: [CH3:49][NH2:50].[CH3:56][OH:57].[Cl:51][C:52]([Cl:53])([Cl:54])[Cl:55].[F:21][c:22]1[cH:23][cH:24][c:25](-[c:28]2[c:29]([CH:47]=[O:48])[c:30]3[c:31]([n:32][cH:33][c:34](-[c:36]4[cH:37][c:38]([C:39](=[O:40])[O:41][CH3:42])[cH:43][cH:44][cH:45]4)[cH:35]3)[o:46]2)[cH:26][cH:27]1.[N:1]#[C:2][C:3]([N:4]=[N:5][C:6]([C:7]#[N:8])([CH3:9])[CH3:10])([CH3:11])[CH3:12].[O:13]=[C:14]1[N:15]([Br:16])[C:17](=[O:18])[CH2:19][CH2:20]1>>[NH:1]([CH3:2])[C:47]([c:29]1[c:28](-[c:25]2[cH:24][cH:23][c:22]([F:21])[cH:27][cH:26]2)[o:46][c:31]2[c:30]1[cH:35][c:34](-[c:36]1[cH:37][c:38]([C:39](=[O:40])[O:41][CH3:42])[cH:43][cH:44][cH:45]1)[cH:33][n:32]2)=[O:48].